From a dataset of the Open Reaction Database (ORD), a public repository of structured organic reaction records. describe an organic reaction: reactants, conditions, products, and yield Run at time 5 hour. As a reaction SMILES: Cl[C:2]1C=CC=C(C(OO)=O)[CH:3]=1.[Cl:12][C:13]1[CH:14]=[C:15](SCC)[C:16]([C:19]([N:21]([CH3:33])[C:22]2[CH:27]=[CH:26][C:25]([S:28][C:29]([F:32])([F:31])[F:30])=[CH:24][CH:23]=2)=[O:20])=[N:17][CH:18]=1.C(=O)(O)[O-].[Na+].[S:42]([O-:46])([O-])(=[O:44])=S.[Na+].[Na+]>C(Cl)(Cl)Cl>[Cl:12][C:13]1[CH:14]=[C:15]([S:42]([CH2:2][CH3:3])(=[O:46])=[O:44])[C:16]([C:19]([N:21]([CH3:33])[C:22]2[CH:23]=[CH:24][C:25]([S:28][C:29]([F:31])([F:30])[F:32])=[CH:26][CH:27]=2)=[O:20])=[N:17][CH:18]=1 |f:2.3,4.5.6|. Procedure details: 10.2 g of m-chloroperbenzoic acid (purity of 68%) was added to a mixture of 9.07 g of 5-chloro-3-ethylsulfanyl-N-methyl-N-(4-trifluoromethylsulfanylphenyl)picolinamide (Compound of Present Invention 158) and 223 ml of chloroform under ice cooling, and the mixture was stirred at room temperature for 5 hours. A saturated aqueous sodium bicarbonate solution and a saturated aqueous sodium thiosulfate solution were poured to the reaction mixture, and the mixture was extracted with ethyl acetate. The ... The product is ClC=1C=C(C(=NC1)C(=O)N(C1=CC=C(C=C1)SC(F)(F)F)C)S(=O)(=O)CC (5-chloro-3-ethylsulfonyl-N-methyl-N-(4-trifluoromethylsulfanylphenyl)picolinamide). Reactants: ClC1=CC(=CC=C1)C(=O)OO (m-chloroperbenzoic acid), ClC=1C=C(C(=NC1)C(=O)N(C1=CC=C(C=C1)SC(F)(F)F)C)SCC (5-chloro-3-ethylsulfanyl-N-methyl-N-(4-trifluoromethylsulfanylphenyl)picolinamide), C([O-])(O)=O.[Na+] (sodium bicarbonate), S(=S)(=O)([O-])[O-].[Na+].[Na+] (sodium thiosulfate). Solvent: C(Cl)(Cl)Cl (chloroform). The reactants are O=C1N(C(=CC=C1NC(CC1=CC=CC=C1)=O)C1=CC=CC=C1)CC(=O)NC(C(C(F)(F)F)O)C(C)C (2-(2-oxo-6-phenyl-3-phenylacetylamino-1,2-dihydro-1-pyridyl)-N-(3,3,3-trifluoro-2-hydroxy-1-isopropylpropyl)acetamide). Solvent: CO.ClCCl (methanol dichloromethane). Yields the product O=C1N(C(=CC=C1NC(CC1=CC=CC=C1)=O)C1=CC=CC=C1)CC(=O)NC(C(C(F)(F)F)=O)C(C)C (2-(2-Oxo-6-phenyl-3-phenylacetylamino-1,2-dihydro-1-pyridyl)-N-(3,3,3-trifluoro-1-isopropyl-2-oxopropyl)acetamide). Reaction SMILES: [O:1]=[C:2]1[C:7]([NH:8][C:9](=[O:17])[CH2:10][C:11]2[CH:16]=[CH:15][CH:14]=[CH:13][CH:12]=2)=[CH:6][CH:5]=[C:4]([C:18]2[CH:23]=[CH:22][CH:21]=[CH:20][CH:19]=2)[N:3]1[CH2:24][C:25]([NH:27][CH:28]([CH:35]([CH3:37])[CH3:36])[CH:29]([OH:34])[C:30]([F:33])([F:32])[F:31])=[O:26]>CO.ClCCl>[O:1]=[C:2]1[C:7]([NH:8][C:9](=[O:17])[CH2:10][C:11]2[CH:12]=[CH:13][CH:14]=[CH:15][CH:16]=2)=[CH:6][CH:5]=[C:4]([C:18]2[CH:19]=[CH:20][CH:21]=[CH:22][CH:23]=2)[N:3]1[CH2:24][C:25]([NH:27][CH:28]([CH:35]([CH3:37])[CH3:36])[C:29](=[O:34])[C:30]([F:32])([F:31])[F:33])=[O:26] |f:1.2|. Procedure details: Using a similar procedure to that described in Example 1, using methanol:dichloromethane (1:99) as the chromatography solvent, 2-(2-oxo-6-phenyl-3-phenylacetylamino-1,2-dihydro-1-pyridyl)-N-(3,3,3-trifluoro-2-hydroxy-1-isopropylpropyl)acetamide was oxidized to afford the title product; HPLC: tR =6.92, FR=2.0, column A, water:acetonitrile (55.45); MS: m/z=514(M+1). The product is CC1=CCC(C)(OC(=O)C2C(C=C(Cl)C(F)(F)F)C2(C)C)O1. Reaction SMILES: [CH3:16][C:17]1=[CH:18][CH2:19][C:20]([CH3:21])([OH:23])[O:22]1.[CH3:24][c:25]1[cH:26][c:27]([C:28]([CH3:29])([CH3:30])[CH3:31])[c:32]([OH:33])[c:34]([C:35]([CH3:36])([CH3:37])[CH3:38])[cH:39]1.[CH3:53][c:54]1[cH:55][cH:56][cH:57][cH:58][cH:59]1.[Cl:1][C:2](=[CH:3][CH:4]1[C:5]([CH3:10])([CH3:11])[CH:6]1[C:7](=[O:8])[Cl:9])[C:12]([F:13])([F:14])[F:15].[OH:40][C:41]([CH2:42][C:43]([C:44](=[O:45])[OH:46])([CH2:47][C:48](=[O:49])[OH:50])[OH:51])=[O:52].[cH:60]1[cH:61][cH:62][n:63][cH:64][cH:65]1>>[Cl:1][C:2](=[CH:3][CH:4]1[C:5]([CH3:10])([CH3:11])[CH:6]1[C:7](=[O:8])[O:23][C:20]1([CH3:21])[CH2:19][CH:18]=[C:17]([CH3:16])[O:22]1)[C:12]([F:13])([F:14])[F:15]. Starting materials: CC1=CCC(C)(O)O1, Cc1cc(C(C)(C)C)c(O)c(C(C)(C)C)c1, Cc1ccccc1, CC1(C)C(C=C(Cl)C(F)(F)F)C1C(=O)Cl, O=C(O)CC(O)(CC(=O)O)C(=O)O, c1ccncc1. The reactants are Cl[Si](C)(C)C (chloro trimethyl silane), [Li+].[BH4-] (LiBH4), CO (methanol), BrC=1SC(=CC1)C=C[N+](=O)[O-] (2-bromo-5-(2-nitro-vinyl)-thiophene). The solvent is C1CCOC1 (THF), C1CCOC1 (THF), C(Cl)(Cl)Cl (CHCl3). Conditions: time 48 hour. The product is BrC1=CC=C(S1)CCN (2-(5-Bromo-thiophen-2-yl)-ethylamine). Isolated yield 234.6%. Reaction SMILES: Cl[Si](C)(C)C.[Li+].[BH4-].[Br:8][C:9]1[S:10][C:11]([CH:14]=[CH:15][N+:16]([O-])=O)=[CH:12][CH:13]=1.CO>C1COCC1.C(Cl)(Cl)Cl>[Br:8][C:9]1[S:10][C:11]([CH2:14][CH2:15][NH2:16])=[CH:12][CH:13]=1 |f:1.2|. Reported procedure: Dry THF (30 mL) and chloro trimethyl silane (12.42 mL, 98.24 mmol) were added dropwise to LiBH4 (1.128 g, 51.28 mmol) over a period of 10 minutes under nitrogen atmosphere. This was followed by dropwise addition of 2-bromo-5-(2-nitro-vinyl)-thiophene (I-14a: 3 g, 12.82 mmol) in dry THF (30 mL) over a period of 20 minutes and the resulting mixture was stirred at room temperature for 48 hours. The reaction was monitored by TLC (10% methanol in CHCl3). The reaction mixture was quenched with methano... The reactants are FC1=CC2=C(N=C(S2)C=2C(=NC=C(C2)C=2C=NN(C2)C2CCNCC2)N)C=C1 (3-(6-fluorobenzothiazol-2-yl)-5-(1-piperidin-4-yl-1H-pyrazol-4-yl)-pyridin-2-ylamine), ClC=1SC2=C(N1)C=CC(=C2)OC (2-chloro-6-methoxy-1,3-benzothiazole). Yields the product COC1=CC2=C(N=C(S2)C=2C(=NC=C(C2)C=2C=NN(C2)C2CCNCC2)N)C=C1 (3-(6-Methoxybenzothiazol-2-yl)-5-(1-piperidin-4-yl-1H-pyrazol-4-yl)-pyridin-2-ylamine). Reaction SMILES: F[C:2]1[CH:28]=[CH:27][C:5]2[N:6]=[C:7]([C:9]3[C:10]([NH2:26])=[N:11][CH:12]=[C:13]([C:15]4[CH:16]=[N:17][N:18]([CH:20]5[CH2:25][CH2:24][NH:23][CH2:22][CH2:21]5)[CH:19]=4)[CH:14]=3)[S:8][C:4]=2[CH:3]=1.ClC1SC2C=[C:37]([O:39]C)C=CC=2N=1>>[CH3:37][O:39][C:2]1[CH:28]=[CH:27][C:5]2[N:6]=[C:7]([C:9]3[C:10]([NH2:26])=[N:11][CH:12]=[C:13]([C:15]4[CH:16]=[N:17][N:18]([CH:20]5[CH2:25][CH2:24][NH:23][CH2:22][CH2:21]5)[CH:19]=4)[CH:14]=3)[S:8][C:4]=2[CH:3]=1. Procedure: Same procedure as 3-(6-fluorobenzothiazol-2-yl)-5-(1-piperidin-4-yl-1H-pyrazol-4-yl)-pyridin-2-ylamine except using 2-chloro-6-methoxy-1,3-benzothiazole in place of 2-chloro-6-fluorobenzothiazole to afford the title compound as a yellow solid. 1H NMR (400 MHz, DMSO-d6): δ=2.10-2.30 (m, 4H), 3.04-3.17 (m, 2H), 3.41 (d, J=12.8 Hz, 2H), 3.89 (s, 3H), 4.48-4.59 (m, 1H), 7.20 (dd, J=9.1, 2.5 Hz, 1H), 7.78 (d, J=2.5 Hz, 1H), 8.03 (d, J=9.1 Hz, 1H), 8.08 (s, 1H), 8.38-8.45 (m, 2H), 8.50 (d, J=2.0 Hz, 1...